This data is from the Open Reaction Database (ORD), a public repository of structured organic reaction records. The task is: describe an organic reaction: reactants, conditions, products, and yield Product: C(C1=CC=CC=C1)OC(=O)N1[C@H]2[C@@H]3CCCC[C@@]3(C=3C=C(C=CC3C2)OCCl)CC1 ((+)-[N-(benzyloxycarbonyl)morphinan-3-yloxy]methyl chloride). Solvent: C(Cl)Cl (DCM). Reactants: CSCOC=1C=CC=2C[C@@H]3[C@@H]4CCCC[C@@]4(C2C1)CCN3C(=O)OCC3=CC=CC=C3 ((+)[N-(Benzyloxycarbonyl)morphinan-3-yloxy]methyl methyl sulfide), S(=O)(=O)(Cl)Cl (sulfuryl chloride). Procedure details: To (+)[N-(Benzyloxycarbonyl)morphinan-3-yloxy]methyl methyl sulfide (1.78 g, 4.07 mmol) in DCM (40 mL) was added sulfuryl chloride (6.1 mL, 6.11 mmol) at room temperature. The reaction mixture was stirred at room temperature overnight. After removal of excess reagent and DCM by rotary evaporation, the product was dried under vacuum to afford (+)-[N-(benzyloxycarbonyl)morphinan-3-yloxy]methyl chloride as a yellow gum. Then, it was added to a stirred suspension of cesium carbonate (1.59 g, 4.88 mm... Run at time 8 hour. RXN SMILES: CS[CH2:3][O:4][C:5]1[CH:6]=[CH:7][C:8]2[CH2:9][C@H:10]3[N:21]([C:22]([O:24][CH2:25][C:26]4[CH:31]=[CH:30][CH:29]=[CH:28][CH:27]=4)=[O:23])[CH2:20][CH2:19][C@@:16]4([C:17]=2[CH:18]=1)[C@H:11]3[CH2:12][CH2:13][CH2:14][CH2:15]4.S(Cl)([Cl:35])(=O)=O>C(Cl)Cl>[CH2:25]([O:24][C:22]([N:21]1[CH2:20][CH2:19][C@@:16]23[C:17]4[CH:18]=[C:5]([O:4][CH2:3][Cl:35])[CH:6]=[CH:7][C:8]=4[CH2:9][C@@H:10]1[C@@H:11]2[CH2:12][CH2:13][CH2:14][CH2:15]3)=[O:23])[C:26]1[CH:31]=[CH:30][CH:29]=[CH:28][CH:27]=1. The reactants are CO (MeOH), N1CCC2(CC1)CC=C(C1=CC=CC=C12)C#N (2H-spiro[naphthalene-1,4′-piperidine]-4-carbonitrile), CC(CC=O)(C)C (3,3-dimethylbutanal), C(C)(=O)O[BH-](OC(C)=O)OC(C)=O.[Na+] (sodium triactoxyborohydride). The solvent is ClCCCl (1,2-dichloroethane). Conditions: time 8 hour. The product is CC(CCN1CCC2(CC1)CC=C(C1=CC=CC=C12)C#N)(C)C (1′-(3,3-dimethylbutyl)-2H-spiro[naphthalene-1,4′-piperidine]-4-carbonitrile). RXN SMILES: [NH:1]1[CH2:6][CH2:5][C:4]2([C:15]3[C:10](=[CH:11][CH:12]=[CH:13][CH:14]=3)[C:9]([C:16]#[N:17])=[CH:8][CH2:7]2)[CH2:3][CH2:2]1.[CH3:18][C:19]([CH3:24])([CH3:23])[CH2:20][CH:21]=O.C(O[BH-](OC(=O)C)OC(=O)C)(=O)C.[Na+].CO>ClCCCl>[CH3:18][C:19]([CH3:24])([CH3:23])[CH2:20][CH2:21][N:1]1[CH2:2][CH2:3][C:4]2([C:15]3[C:10](=[CH:11][CH:12]=[CH:13][CH:14]=3)[C:9]([C:16]#[N:17])=[CH:8][CH2:7]2)[CH2:5][CH2:6]1 |f:2.3|. Procedure: A solution of 2H-spiro[naphthalene-1,4′-piperidine]-4-carbonitrile (A4) (66 mg, 0.3 mmol), 3,3-dimethylbutanal (46 mg, 0.46 mmol) in 1,2-dichloroethane (5 ml) was stirred at 40° C. for 2 h. To the solution was added sodium triactoxyborohydride and the resulting mixture was stirred overnight, followed by treatment of MeOH (1 ml). Evaporation and the residue was dissolved in MeOH (2 ml) and purified by reverse phase C-18 HPLC to give 1′-(3,3-dimethylbutyl)-2H-spiro[naphthalene-1,4′-piperidine]-4-c... The reactants are CC(C)(C)OC(=O)N1CCC(Oc2cccc3c2CCN3c2ncc(S(C)(=O)=O)cn2)CC1, CN(C)c1ccncc1, Cc1ccccc1, CCN(C(C)C)C(C)C, CC(C)OC(=O)Cl, ClCCl, O=C(O)C(F)(F)F. Yields the product CC(C)OC(=O)N1CCC(Oc2cccc3c2CCN3c2ncc(S(C)(=O)=O)cn2)CC1. Reaction SMILES: [CH3:1][S:2](=[O:3])(=[O:4])[c:5]1[cH:6][n:7][c:8]([N:11]2[CH2:12][CH2:13][c:14]3[c:15]([O:20][CH:21]4[CH2:22][CH2:23][N:24]([C:27](=[O:28])[O:29][C:30]([CH3:31])([CH3:32])[CH3:33])[CH2:25][CH2:26]4)[cH:16][cH:17][cH:18][c:19]32)[n:9][cH:10]1.[CH3:57][N:58]([c:59]1[cH:60][cH:61][n:62][cH:63][cH:64]1)[CH3:65].[CH3:66][c:67]1[cH:68][cH:69][cH:70][cH:71][cH:72]1.[CH:41]([N:42]([CH2:43][CH3:44])[CH:45]([CH3:46])[CH3:47])([CH3:48])[CH3:49].[Cl:50][C:51]([O:52][CH:53]([CH3:54])[CH3:55])=[O:56].[Cl:73][CH2:74][Cl:75].[F:34][C:35]([F:36])([F:37])[C:38]([OH:39])=[O:40]>>[CH3:1][S:2](=[O:3])(=[O:4])[c:5]1[cH:6][n:7][c:8]([N:11]2[CH2:12][CH2:13][c:14]3[c:15]([O:20][CH:21]4[CH2:22][CH2:23][N:24]([C:27](=[O:28])[O:29][CH:30]([CH3:31])[CH3:32])[CH2:25][CH2:26]4)[cH:16][cH:17][cH:18][c:19]32)[n:9][cH:10]1. Reactants: O=C([O-])[O-], CS(=O)(=O)Cl, CCOC(C)=O, ClCCl, [K+], [K+], NCc1cccc(-c2csc(N=C(N)N)n2)n1, C1CCOC1, O, c1ccncc1. Reaction SMILES: [C:29](=[O:30])([O-:31])[O-:32].[CH3:1][S:2]([Cl:3])(=[O:4])=[O:5].[CH3:39][CH2:40][O:41][C:42](=[O:43])[CH3:44].[Cl:35][CH2:36][Cl:37].[K+:33].[K+:34].[NH2:6][CH2:7][c:8]1[cH:9][cH:10][cH:11][c:12](-[c:14]2[n:15][c:16]([N:19]=[C:20]([NH2:21])[NH2:22])[s:17][cH:18]2)[n:13]1.[O:45]1[CH2:46][CH2:47][CH2:48][CH2:49]1.[OH2:38].[cH:23]1[cH:24][cH:25][n:26][cH:27][cH:28]1>>[CH3:1][S:2](=[O:4])(=[O:5])[NH:6][CH2:7][c:8]1[cH:9][cH:10][cH:11][c:12](-[c:14]2[n:15][c:16]([N:19]=[C:20]([NH2:21])[NH2:22])[s:17][cH:18]2)[n:13]1. Product: CS(=O)(=O)NCc1cccc(-c2csc(N=C(N)N)n2)n1.